This data is from the Open Reaction Database (ORD), a public repository of structured organic reaction records. The task is: describe an organic reaction: reactants, conditions, products, and yield Reactants: ClC=1C2=C(N=C(N1)C1=C(C=CC=C1)Cl)N=CC=C2 (4-Chloro-2-(2-chloro-phenyl)-pyrido[2,3-d]pyrimidine), FC=1C=C2C(=NNC2=CC1)N (5-Fluoro-1H-indazol-3-ylamine). The product is ClC1=C(C=CC=C1)C=1N=C(C2=C(N1)N=CC=C2)NC2=NNC1=CC=C(C=C21)F ([2-(2-Chloro-phenyl)-pyrido[2,3-d]pyrimidin-4-yl]-(5-fluoro-1H-indazol-3-yl)-amine), di-TFA. Isolated yield 22.0%. Reaction SMILES: Cl[C:2]1[C:3]2[CH:18]=[CH:17][CH:16]=[N:15][C:4]=2[N:5]=[C:6]([C:8]2[CH:13]=[CH:12][CH:11]=[CH:10][C:9]=2[Cl:14])[N:7]=1.[F:19][C:20]1[CH:21]=[C:22]2[C:26](=[CH:27][CH:28]=1)[NH:25][N:24]=[C:23]2[NH2:29]>>[Cl:14][C:9]1[CH:10]=[CH:11][CH:12]=[CH:13][C:8]=1[C:6]1[N:7]=[C:2]([NH:29][C:23]2[C:22]3[C:26](=[CH:27][CH:28]=[C:20]([F:19])[CH:21]=3)[NH:25][N:24]=2)[C:3]2[CH:18]=[CH:17][CH:16]=[N:15][C:4]=2[N:5]=1. Procedure: Prepared from 4-Chloro-2-(2-chloro-phenyl)-pyrido[2,3-d]pyrimidine (100 mg, 0.36 mmol) and 5-Fluoro-1H-indazol-3-ylamine (108 mg, 0.72 mmol). Purification by preparative HPLC afforded the title compound as a yellow, di-TFA salt (45 mg, 22% yield). HPLC-Method A, Rt 3.00 min; 1H NMR (DMSO, 500 MHz): δ 13.0 (1H, s), 10.90(1H, bs), 9.15–9.05 (2H, m), 7.70 (1H, m), 7.60–7.30 (6H, m), 7.20 (1H, m); MS (m/z), MH+ 391.1. Starting materials: CC(Nc1cc(Br)ccc1[N+](=O)[O-])C(=O)O, CC(=O)O, [Fe]. Product: CC1Nc2cc(Br)ccc2NC1=O. RXN SMILES: [Br:1][c:2]1[cH:3][cH:4][c:5]([N+:14]([O-:13])=[O:15])[c:6]([NH:8][CH:9]([CH3:10])[C:11](=[O:12])[OH:16])[cH:7]1.[CH3:17][C:18](=[O:19])[OH:20].[Fe:21]>>[Br:1][c:2]1[cH:3][cH:4][c:5]2[c:6]([cH:7]1)[NH:8][CH:9]([CH3:10])[C:11](=[O:12])[NH:14]2.